This data is from the Open Reaction Database (ORD), a public repository of structured organic reaction records. The task is: describe an organic reaction: reactants, conditions, products, and yield Solvent: C(Cl)Cl (CH2Cl2). RXN SMILES: C(OC(=O)[NH:7][C:8]1[CH:13]=[CH:12][C:11]([C:14]2[CH:19]=[CH:18][CH:17]=[CH:16][C:15]=2[CH3:20])=[CH:10][C:9]=1[NH:21][C:22](=[O:32])[CH2:23][C:24]([C:26]1[S:27][CH:28]=[CH:29][C:30]=1[Cl:31])=O)(C)(C)C.C(O)(C(F)(F)F)=O>C(Cl)Cl>[Cl:31][C:30]1[CH:29]=[CH:28][S:27][C:26]=1[C:24]1[CH2:23][C:22](=[O:32])[NH:21][C:9]2[CH:10]=[C:11]([C:14]3[CH:19]=[CH:18][CH:17]=[CH:16][C:15]=3[CH3:20])[CH:12]=[CH:13][C:8]=2[N:7]=1. Starting materials: C(C)(C)(C)OC(NC1=C(C=C(C=C1)C1=C(C=CC=C1)C)NC(CC(=O)C=1SC=CC1Cl)=O)=O ({3-[3-(3-chloro-thiophen-2-yl)-3-oxo-propionylamino]-2′-methyl-biphenyl-4-yl}-carbamic acid tert.-butyl ester), C(=O)(C(F)(F)F)O (TFA). Product: ClC1=C(SC=C1)C1=NC2=C(NC(C1)=O)C=C(C=C2)C2=C(C=CC=C2)C (4-(3-Chloro-thiophen-2-yl)-8-o-tolyl-1,3-dihydro-benzo[b][1,4]diazepin-2-one). Reported procedure: Prepared from {3-[3-(3-chloro-thiophen-2-yl)-3-oxo-propionylamino]-2′-methyl-biphenyl-4-yl}-carbamic acid tert.-butyl ester (Example K16) by treatment with TFA in CH2Cl2 according to the general procedure M. Obtained as a light yellow powder (60 mg). Starting materials: CO, O=S(=O)(O)O, CC(c1ccccc1)N1CC(C(=O)O)CC1=O. Yields the product COC(=O)C1CC(=O)N(C(C)c2ccccc2)C1. As a reaction SMILES: [CH3:23][OH:24].[S:18](=[O:19])(=[O:20])([OH:21])[OH:22].[c:1]1([CH:7]([CH3:8])[N:9]2[CH2:10][CH:11]([C:15](=[O:16])[OH:17])[CH2:12][C:13]2=[O:14])[cH:2][cH:3][cH:4][cH:5][cH:6]1>>[c:1]1([CH:7]([CH3:8])[N:9]2[CH2:10][CH:11]([C:15](=[O:16])[O:17][CH3:23])[CH2:12][C:13]2=[O:14])[cH:2][cH:3][cH:4][cH:5][cH:6]1. Reactants: C([O-])([O-])=O.[Na+].[Na+] (sodium carbonate), ClC1=CN2C(=NC(=C(C2=O)I)\C=C\C2=C(C(=CC=C2)OC)OCC(C)(C)C)S1 (2-Chloro-7-{(E)-2-[2-(2,2-dimethylpropoxy)-3-methoxyphenyl]vinyl}-6-iodo-5H-[1,3]thiazolo[3,2-a]pyrimidin-5-one), FC(OC1=CC=C(C=C1)B(O)O)(F)F (4-trifluoromethoxyphenyl boronic acid), Pd[(C6H5)3P]4. Run in O (water), C1(=CC=CC=C1)C (toluene), C(C)O (ethanol). The product is ClC1=CN2C(=NC(=C(C2=O)C2=CC=C(C=C2)OC(F)(F)F)\C=C\C2=C(C(=CC=C2)OC)OCC(C)(C)C)S1 (2-Chloro-7-[(E)-2-(2-(2,2-dimethylpropoxy)-3-methoxyphenyl)vinyl]-6-[4-(tri fluoromethoxy)phenyl]-5H-[1,3]thiazolo[3,2-a]pyrimidin-5-one). The yield is 108.8%. RXN SMILES: [Cl:1][C:2]1[S:28][C:5]2=[N:6][C:7](/[CH:12]=[CH:13]/[C:14]3[CH:19]=[CH:18][CH:17]=[C:16]([O:20][CH3:21])[C:15]=3[O:22][CH2:23][C:24]([CH3:27])([CH3:26])[CH3:25])=[C:8](I)[C:9](=[O:10])[N:4]2[CH:3]=1.[F:29][C:30]([F:42])([F:41])[O:31][C:32]1[CH:37]=[CH:36][C:35](B(O)O)=[CH:34][CH:33]=1.C(=O)([O-])[O-].[Na+].[Na+]>C1(C)C=CC=CC=1.C(O)C.O>[Cl:1][C:2]1[S:28][C:5]2=[N:6][C:7](/[CH:12]=[CH:13]/[C:14]3[CH:19]=[CH:18][CH:17]=[C:16]([O:20][CH3:21])[C:15]=3[O:22][CH2:23][C:24]([CH3:27])([CH3:26])[CH3:25])=[C:8]([C:35]3[CH:34]=[CH:33][C:32]([O:31][C:30]([F:29])([F:41])[F:42])=[CH:37][CH:36]=3)[C:9](=[O:10])[N:4]2[CH:3]=1 |f:2.3.4|. Reported procedure: The title compound was prepared from Intermediate 19 (65 mg, 0.122 mmol) and 4-trifluoromethoxyphenyl boronic acid (27 mg, 0.132 mmol) using Pd[(C6H5)3P]4 (5 mg, 0.004 mmol) in toluene (10 ml) and ethanol (5 ml) followed by sodium carbonate (77 mg, 0.734 mmol) in water (5 ml) according to the procedure outlined in Example 1 to afford 75 mg of the desired compound; 1H NMR (300 MHz, DMSO-d6) δ 0.99 (s, 9H), 3.50 (s, 2H), 3.76 (s, 3H), 6.81 (d, J=16.2 Hz, 1H), 6.88-6.94 (m, 1H), 6.99 (d, J=4.2 Hz, ... Starting materials: CO.C(Cl)Cl (MeOH CH2Cl2), NC1=NC2=NC=C(N=C2C(=N1)N)CN(C1=CC=C(C=C1)C(=O)N[C@H](C(=O)OC(C)(C)C)CCC(NCCOCCOCCOCCOCCOCCNC(COC1=CC=C(C=C1)C1=C2C(=NN1)C=1C=CC=C(C1C2=O)NC(=O)NN2CCOCC2)=O)=O)C (tert-butyl (2S)-2-[(4-{[(2,4-diaminopteridin-6-yl)methyl]methylamino}phenyl) carbonylamino]-4-{N-[2-(2-{2-[2-(2-{2-[2-(4-{5-[(morpholin-4-ylamino)carbonylamino]-4-oxoindeno[3,2-c]pyrazol-3-yl}phenoxy)acetylamino]ethoxy}ethoxy)ethoxy]ethoxy}ethoxy)ethyl]carbamoyl}butanoate), C(C)OCC (diethyl ether), compound 14, mixture, CNC1=CC=C(C=C1)C(=O)N[C@H](C(=O)OC(C)(C)C)CCC(NCCOCCOCCOCCOCCOCCNC(COC1=CC=C(C=C1)C1=C2C(=NN1)C=1C=CC=C(C1C2=O)NC(NN2CCOCC2)=O)=O)=O (tert-butyl (2S)-2-{[4-(methylamino)phenyl]carbonylamino}-4-{N-[2-(2-{2-[2-(2-{2-[2-(4-{5-[(N-morpholin-4-ylcarbamoyl)amino]-4-oxoindeno[3,2-c]pyrazol-3-yl}phenoxy)acetylamino]ethoxy}ethoxy)ethoxy]ethoxy}ethoxy)ethyl]carbamoyl}butanoate). The solvent is CC(=O)N(C)C (dimethylacetamide). Conditions: temperature 60 celsius, time 3 day. Yields the product [NH4+].[OH-] (NH4OH), NC1=NC2=NC=C(N=C2C(=N1)N)CN(C1=CC=C(C=C1)C(=O)N[C@H](C(=O)OC(C)(C)C)CCC(NCCOCCOCCOCCOCCOCCNC(COC1=CC=C(C=C1)C1=C2C(=NN1)C=1C=CC=C(C1C2=O)NC(=O)NN2CCOCC2)=O)=O)C (tert-butyl (2S)-2-[(4-{[(2,4-diaminopteridin-6-yl)methyl]methylamino}phenyl) carbonylamino]-4-{N-[2-(2-{2-[2-(2-{2-[2-(4-{5-[(morpholin-4-ylamino)carbonylamino]-4-oxoindeno[3,2-c]pyrazol-3-yl}phenoxy)acetylamino]ethoxy}ethoxy)ethoxy]ethoxy}ethoxy)ethyl]carbamoyl}butanoate). The yield is 60.0%. Reaction SMILES: C[NH:2]C1C=CC(C(N[C@@H](CCC(=O)NCCOCCOCCOCCOCCOCCNC(=O)COC2C=CC(C3NN=C4C5C=CC=C(NC(=O)NN6CCOCC6)C=5C(=O)C=34)=CC=2)C(OC(C)(C)C)=O)=[O:10])=CC=1.C(OCC)C.CO.C(Cl)Cl.[NH2:86][C:87]1[N:96]=[C:95]([NH2:97])[C:94]2[C:89](=[N:90][CH:91]=[C:92]([CH2:98][N:99]([CH3:173])[C:100]3[CH:105]=[CH:104][C:103]([C:106]([NH:108][C@@H:109]([CH2:117][CH2:118][C:119](=[O:172])[NH:120][CH2:121][CH2:122][O:123][CH2:124][CH2:125][O:126][CH2:127][CH2:128][O:129][CH2:130][CH2:131][O:132][CH2:133][CH2:134][O:135][CH2:136][CH2:137][NH:138][C:139](=[O:171])[CH2:140][O:141][C:142]4[CH:147]=[CH:146][C:145]([C:148]5[NH:152][N:151]=[C:150]6[C:153]7[CH:154]=[CH:155][CH:156]=[C:157]([NH:161][C:162]([NH:164][N:165]8[CH2:170][CH2:169][O:168][CH2:167][CH2:166]8)=[O:163])[C:158]=7[C:159](=[O:160])[C:149]=56)=[CH:144][CH:143]=4)[C:110]([O:112][C:113]([CH3:116])([CH3:115])[CH3:114])=[O:111])=[O:107])=[CH:102][CH:101]=3)[N:93]=2)[N:88]=1>CC(N(C)C)=O>[NH4+:2].[OH-:10].[NH2:86][C:87]1[N:96]=[C:95]([NH2:97])[C:94]2[C:89](=[N:90][CH:91]=[C:92]([CH2:98][N:99]([CH3:173])[C:100]3[CH:105]=[CH:104][C:103]([C:106]([NH:108][C@@H:109]([CH2:117][CH2:118][C:119](=[O:172])[NH:120][CH2:121][CH2:122][O:123][CH2:124][CH2:125][O:126][CH2:127][CH2:128][O:129][CH2:130][CH2:131][O:132][CH2:133][CH2:134][O:135][CH2:136][CH2:137][NH:138][C:139](=[O:171])[CH2:140][O:141][C:142]4[CH:143]=[CH:144][C:145]([C:148]5[NH:152][N:151]=[C:150]6[C:153]7[CH:154]=[CH:155][CH:156]=[C:157]([NH:161][C:162]([NH:164][N:165]8[CH2:170][CH2:169][O:168][CH2:167][CH2:166]8)=[O:163])[C:158]=7[C:159](=[O:160])[C:149]=56)=[CH:146][CH:147]=4)[C:110]([O:112][C:113]([CH3:114])([CH3:115])[CH3:116])=[O:111])=[O:107])=[CH:102][CH:101]=3)[N:93]=2)[N:88]=1 |f:2.3,6.7|. Procedure: Compound 28 (0.65 g, 0.62 mmol) was dissolved in dimethylacetamide and 0.4 g of compound 14 (1.2 mmol) was added to the reaction mixture as a solid. The reaction mixture was heated to 60° C. for 6 hours, then let cool to room temperature and 80 ml diethyl ether added and let stand for 3 days. The supernatant was decanted off leaving a dark brown residue, which was purified by flash silica chromatography (5 to 10% MeOH/CH2Cl2 then 5 to 10% MeOH/CH2Cl2 W/1% NH4OH) to give 0.45 g (0.37 mmol, 60%) o...